Task: describe an organic reaction: reactants, conditions, products, and yield. Dataset: the Open Reaction Database (ORD), a public repository of structured organic reaction records Reactants: CN(C(C)=NC(C(C)(C)NC(OC(C)(C)C)=O)=S)C (tert-butyl 1-(1-(dimethylamino)ethylideneamino)-2-methyl-1-thioxopropan-2-ylcarbamate), NOS(=O)(=O)O (hydroxylamine-O-sulfonic acid), N1=CC=CC=C1 (pyridine), CO (methanol). Run in C(C)O (ethanol). Reaction conditions: time 2 hour. Yields the product CC1=NSC(=N1)C(C)(C)NC(OC(C)(C)C)=O (tert-Butyl 2-(3-methyl-1,2,4-thiadiazol-5-yl)propan-2-ylcarbamate). The yield is 97.1%. Reaction SMILES: C[N:2](C)[C:3](=[N:5][C:6](=[S:18])[C:7]([NH:10][C:11](=[O:17])[O:12][C:13]([CH3:16])([CH3:15])[CH3:14])([CH3:9])[CH3:8])[CH3:4].NOS(O)(=O)=O.N1C=CC=CC=1.CO>C(O)C>[CH3:4][C:3]1[N:5]=[C:6]([C:7]([NH:10][C:11](=[O:17])[O:12][C:13]([CH3:16])([CH3:15])[CH3:14])([CH3:9])[CH3:8])[S:18][N:2]=1. Procedure details: A mixture of tert-butyl 1-(1-(dimethylamino)ethylideneamino)-2-methyl-1-thioxopropan-2-ylcarbamate (2.9 g, 10 mmol), hydroxylamine-O-sulfonic acid (CAN 2950-43-8, 1.37 g, 12 mmol), pyridine (1.6 g, 20.2 mmol) and methanol (4 mL) in ethanol (20 mL) was stirred at room temperature for 2 h. After evaporation of solvents, the residue was diluted with ethyl acetate (40 mL) and water (40 mL). The organic layer was washed with brine (40 mL), dried over anhydrous sodium sulfate and concentrated to give ... Starting materials: FC1=C(C=CC(=C1)F)I (2,4-Difluoroiodobenzene), CC(=O)C1=CC(=C(C=C1)Br)[N+](=O)[O-] (4-bromo-3-nitroacetophenone). The product is C(C)(=O)C1=CC(=C(C=C1)C1=C(C=C(C=C1)F)F)[N+](=O)[O-] (4-acetyl-2',4'-difluoro-2-nitrobiphenyl). As a reaction SMILES: [F:1][C:2]1[CH:7]=[C:6]([F:8])[CH:5]=[CH:4][C:3]=1I.[CH3:10][C:11]([C:13]1[CH:18]=[CH:17][C:16](Br)=[C:15]([N+:20]([O-:22])=[O:21])[CH:14]=1)=[O:12]>>[C:11]([C:13]1[CH:18]=[CH:17][C:16]([C:3]2[CH:4]=[CH:5][C:6]([F:8])=[CH:7][C:2]=2[F:1])=[C:15]([N+:20]([O-:22])=[O:21])[CH:14]=1)(=[O:12])[CH3:10]. Procedure: 2,4-Difluoroiodobenzene and 4-bromo-3-nitroacetophenone were reacted under Ullmann conditions to give 4-acetyl-2',4'-difluoro-2-nitrobiphenyl, b.p. 150°-158° C./0.2 mm., and this was reduced with stannous chloride to give 4-acetyl-2-amino-2',4'-difluorobiphenyl, m.p. 93°-95° C. By similar methods there were obtained 4-acetyl-2'-chloro-4'-fluoro-2-nitrobiphenyl, b.p. 178°-190°/0.2 mm m.p. 62°-64° C. and 4-acetyl-2-amino-2'-chloro-4'-fluorobiphenyl, m.p. 84°-86° C; 4-acetyl-4'-chloro-2'-fluoro-2-n... The reactants are FC=1C=C(C=CC1)C1=C(N=C(C2=CC=CC=C12)C)C(C)=O (1-[4-(3-fluorophenyl)-1-methylisoquinolin-3-yl]ethanone), C(C)(=O)[O-].[NH4+] (ammonium acetate), C(#N)[BH3-].[Na+] (sodium cyanoborohydride). Run in CO (methanol), C(C)#N (acetonitrile). Conditions: temperature 65 celsius. The product is FC=1C=C(C=CC1)C1=C(N=C(C2=CC=CC=C12)C)C(C)N (1-[4-(3-Fluorophenyl)-1-methylisoquinolin-3-yl]ethanamine). RXN SMILES: [F:1][C:2]1[CH:3]=[C:4]([C:8]2[C:17]3[C:12](=[CH:13][CH:14]=[CH:15][CH:16]=3)[C:11]([CH3:18])=[N:10][C:9]=2[C:19](=O)[CH3:20])[CH:5]=[CH:6][CH:7]=1.C([O-])(=O)C.[NH4+].C([BH3-])#[N:28].[Na+]>CO.C(#N)C>[F:1][C:2]1[CH:3]=[C:4]([C:8]2[C:17]3[C:12](=[CH:13][CH:14]=[CH:15][CH:16]=3)[C:11]([CH3:18])=[N:10][C:9]=2[CH:19]([NH2:28])[CH3:20])[CH:5]=[CH:6][CH:7]=1 |f:1.2,3.4|. Procedure: A mixture of 1-[4-(3-fluorophenyl)-1-methylisoquinolin-3-yl]ethanone (222 mg, 0.795 mmol) and ammonium acetate (613 mg, 7.95 mmol) in methanol (4.5 mL) and acetonitrile (4.5 mL) was heated at 65° C. in a sealed tube for 30 minutes. After cooling to room temperature, sodium cyanoborohydride (99.9 mg, 1.59 mmol) was added to the resulting mixture. The reaction was heated at 65° C. for another 4 hours, then cooled to room temperature and quenched with sat. sodium bicarbonate and extracted with dich... Starting materials: O=C([O-])[O-], CS(=O)(=O)Nc1ccc2ccc3ncc(Cl)cc3c(=O)c2c1, [K+], [K+], c1ccc(P(c2ccccc2)(c2ccccc2)[Pd](P(c2ccccc2)(c2ccccc2)c2ccccc2)(P(c2ccccc2)(c2ccccc2)c2ccccc2)P(c2ccccc2)(c2ccccc2)c2ccccc2)cc1, OB(O)c1ccsc1. Yields the product CS(=O)(=O)Nc1ccc2ccc3ncc(-c4ccsc4)cc3c(=O)c2c1. Reaction SMILES: [C:31](=[O:32])([O-:33])[O-:34].[Cl:1][c:2]1[cH:3][c:4]2[c:5]([n:6][cH:7]1)[cH:8][cH:9][c:10]1[c:11]([c:12]2=[O:13])[cH:14][c:15]([NH:18][S:19](=[O:20])(=[O:21])[CH3:22])[cH:16][cH:17]1.[K+:35].[K+:36].[cH:37]1[cH:38][cH:39][c:40]([P:41]([Pd:42]([P:43]([c:44]2[cH:45][cH:46][cH:47][cH:48][cH:49]2)([c:50]2[cH:51][cH:52][cH:53][cH:54][cH:55]2)[c:56]2[cH:57][cH:58][cH:59][cH:60][cH:61]2)([P:62]([c:63]2[cH:64][cH:65][cH:66][cH:67][cH:68]2)([c:69]2[cH:70][cH:71][cH:72][cH:73][cH:74]2)[c:75]2[cH:76][cH:77][cH:78][cH:79][cH:80]2)[P:81]([c:82]2[cH:83][cH:84][cH:85][cH:86][cH:87]2)([c:88]2[cH:89][cH:90][cH:91][cH:92][cH:93]2)[c:94]2[cH:95][cH:96][cH:97][cH:98][cH:99]2)([c:100]2[cH:101][cH:102][cH:103][cH:104][cH:105]2)[c:106]2[cH:107][cH:108][cH:109][cH:110][cH:111]2)[cH:112][cH:113]1.[s:23]1[cH:24][c:25]([B:28]([OH:29])[OH:30])[cH:26][cH:27]1>>[c:2]1(-[c:25]2[cH:24][s:23][cH:27][cH:26]2)[cH:3][c:4]2[c:5]([n:6][cH:7]1)[cH:8][cH:9][c:10]1[c:11]([c:12]2=[O:13])[cH:14][c:15]([NH:18][S:19](=[O:20])(=[O:21])[CH3:22])[cH:16][cH:17]1. The reactants are C(CCCCCC)N (n-heptylamine), C(=O)C1=CC=C(OC(C(=O)OCC)(C)C)C=C1 (Ethyl 2(4-formylphenoxy)-2-methylpropanoate), [H][H] (hydrogen). The reagents and catalysts are [Pd] (Pd/C). Run in C(C)O (ethanol). The product is C(C)OC(C(C)(C)OC1=CC=C(C=C1)CNCCCCCCC)=O (Ethyl-N-n-heptyl-2-(4-aminomethylphenoxy)-2-methylpropanoate). The yield is 92.6%. As a reaction SMILES: [CH:1]([C:3]1[CH:17]=[CH:16][C:6]([O:7][C:8]([CH3:15])([CH3:14])[C:9]([O:11][CH2:12][CH3:13])=[O:10])=[CH:5][CH:4]=1)=O.[CH2:18]([NH2:25])[CH2:19][CH2:20][CH2:21][CH2:22][CH2:23][CH3:24].[H][H]>C(O)C.[Pd]>[CH2:12]([O:11][C:9](=[O:10])[C:8]([O:7][C:6]1[CH:16]=[CH:17][C:3]([CH2:1][NH:25][CH2:18][CH2:19][CH2:20][CH2:21][CH2:22][CH2:23][CH3:24])=[CH:4][CH:5]=1)([CH3:15])[CH3:14])[CH3:13]. Procedure details: The product from step (a) (4.72 g) was dissolved in absolute ethanol (140 ml) and n-heptylamine (2.3 g, Aldrich) added. The resulting solution was refluxed for one hour, 10% Pd/C added and the suspension placed on a Paar hydrogenation apparatus--uptake of hydrogen ceased after approximately ten minutes. The suspension was filtered and the filtrate evaporated in vacuo to give the desired product as a clear oil (6.2 g). Reactants: CC(C)(C)[Si](OC1CCN(Cc2ccccc2)C1)(c1ccccc1)c1ccccc1, CO, Cl, [H][H], [PdH2]. Product: Cl, CC(C)(C)[Si](OC1CCNC1)(c1ccccc1)c1ccccc1. Reaction SMILES: [CH2:1]([c:2]1[cH:3][cH:4][cH:5][cH:6][cH:7]1)[N:8]1[CH2:9][CH:10]([O:13][Si:14]([c:15]2[cH:16][cH:17][cH:18][cH:19][cH:20]2)([c:21]2[cH:22][cH:23][cH:24][cH:25][cH:26]2)[C:27]([CH3:28])([CH3:29])[CH3:30])[CH2:11][CH2:12]1.[CH3:34][OH:35].[ClH:31].[H:32][H:33].[PdH2:36]>>[ClH:31].[NH:8]1[CH2:9][CH:10]([O:13][Si:14]([c:15]2[cH:16][cH:17][cH:18][cH:19][cH:20]2)([c:21]2[cH:22][cH:23][cH:24][cH:25][cH:26]2)[C:27]([CH3:28])([CH3:29])[CH3:30])[CH2:11][CH2:12]1. Starting materials: OC1CN(CCCC1NC([C@H](CC(C)C)N)=O)S(=O)(=O)C1=NC=CC=C1 ((S)-2-amino-4-methyl-pentanoic acid [3-hydroxy-1-(pyridine-2-sulfonyl)-azepan-4-yl]-amide), TEA, C=1C=CC2=C(C1)N=NN2O (HOBt), C(CCl)Cl (EDC), O1C(=CC2=C1C=CC=C2)C(=O)O (benzofuran-2-carboxylic acid). Solvent: ClCCl (dichloromethane), C(C)(=O)OCC (ethyl acetate), CO (methanol). Product: CC(C[C@@H](C(NC1C(CN(CCC1)S(=O)(=O)C1=NC=CC=C1)O)=O)NC(=O)C=1OC2=C(C1)C=CC=C2)C (Benzofuran-2-carboxylic acid {(S)-3-methyl-1-[3-hydroxy-1-(pyridine-2-sulfonyl)-azepan-4-ylcarbamoyl]-butyl}amide). RXN SMILES: [OH:1][CH:2]1[CH:8]([NH:9][C:10](=[O:17])[C@@H:11]([NH2:16])[CH2:12][CH:13]([CH3:15])[CH3:14])[CH2:7][CH2:6][CH2:5][N:4]([S:18]([C:21]2[CH:26]=[CH:25][CH:24]=[CH:23][N:22]=2)(=[O:20])=[O:19])[CH2:3]1.C1C=CC2N(O)N=NC=2C=1.C(Cl)CCl.[O:41]1[C:45]2[CH:46]=[CH:47][CH:48]=[CH:49][C:44]=2[CH:43]=[C:42]1[C:50](O)=[O:51]>ClCCl.C(OCC)(=O)C.CO>[CH3:14][CH:13]([CH3:15])[CH2:12][C@H:11]([NH:16][C:50]([C:42]1[O:41][C:45]2[CH:46]=[CH:47][CH:48]=[CH:49][C:44]=2[CH:43]=1)=[O:51])[C:10](=[O:17])[NH:9][CH:8]1[CH2:7][CH2:6][CH2:5][N:4]([S:18]([C:21]2[CH:26]=[CH:25][CH:24]=[CH:23][N:22]=2)(=[O:20])=[O:19])[CH2:3][CH:2]1[OH:1]. Procedure: To a solution of (S)-2-amino-4-methyl-pentanoic acid [3-hydroxy-1-(pyridine-2-sulfonyl)-azepan-4-yl]-amide of Example 28a (0.15 g) in dichloromethane was added TEA (0.11 mL), HOBt (49 mg), EDC (69 mg) and benzofuran-2-carboxylic acid (58 mg). The reaction was stirred until complete. Workup and column chromatography (5% methanol:ethyl acetate) provided the title compound: MS(EI) 529 (M+H+).